Dataset: the Open Reaction Database (ORD), a public repository of structured organic reaction records. Task: describe an organic reaction: reactants, conditions, products, and yield Starting materials: FC(C1CC=C(CC1)C=1C=2N(C=CC1)N=C(N2)N)(F)F (8-(4-trifluoromethyl-cyclohexenyl)-[1,2,4]triazolo[1,5-a]pyridine-2-ylamine). The reagents and catalysts are [Pd] (Pd/C). The solvent is CO (methanol). Reaction conditions: temperature 25 celsius, time 2 hour. Yields the product FC(C1CCC(CC1)C=1C=2N(C=CC1)N=C(N2)N)(F)F (8-(4-Trifluoromethyl-cyclohexyl)-[1,2,4]triazolo[1,5-a]pyridine-2-yl-amine). The yield is 99.6%. As a reaction SMILES: [F:1][C:2]([F:20])([F:19])[CH:3]1[CH2:8][CH2:7][C:6]([C:9]2[C:10]3[N:11]([N:15]=[C:16]([NH2:18])[N:17]=3)[CH:12]=[CH:13][CH:14]=2)=[CH:5][CH2:4]1>CO.[Pd]>[F:20][C:2]([F:1])([F:19])[CH:3]1[CH2:4][CH2:5][CH:6]([C:9]2[C:10]3[N:11]([N:15]=[C:16]([NH2:18])[N:17]=3)[CH:12]=[CH:13][CH:14]=2)[CH2:7][CH2:8]1. Procedure: To a solution 8-(4-trifluoromethyl-cyclohexenyl)-[1,2,4]triazolo[1,5-a]pyridine-2-ylamine (CAS 1329673-42-8, US 20110201605) (30 mg, 0.106 mmol) in methanol (5 mL) was added 10% Pd/C (30 mg), and the reaction mixture was allowed to stir at 25° C. for 2 hours under hydrogen balloon atmosphere. The reaction mixture was filtered through a bed of celite and the filtrate was evaporated off in vacuo yield the title compound as a white solid (30 mg, 99%) which was used in the next step without further ... The reactants are C(C)(C)(C)C1=CC=C(CC2CCN(CC2)C(C(=O)O)=O)C=C1 ([4-(4-tert-butyl-benzyl)-piperidin-1-yl]-oxo-acetic acid), NC1=CC2=C(NC(O2)=O)C=C1 (6-amino-3H-benzoxazol-2-one). Product: C(C)OC(C(=O)N1CCC(CC1)CC1=CC=C(C=C1)C(C)(C)C)=O ([4-(4-tert-Butyl-benzyl)-piperidin-1-yl]-oxo-acetic acid ethyl ester). As a reaction SMILES: [C:1]([C:5]1[CH:22]=[CH:21][C:8]([CH2:9][CH:10]2[CH2:15][CH2:14][N:13]([C:16](=[O:20])[C:17]([OH:19])=[O:18])[CH2:12][CH2:11]2)=[CH:7][CH:6]=1)([CH3:4])([CH3:3])[CH3:2].N[C:24]1C=CC2NC(=O)OC=2[CH:25]=1>>[CH2:24]([O:18][C:17](=[O:19])[C:16]([N:13]1[CH2:12][CH2:11][CH:10]([CH2:9][C:8]2[CH:21]=[CH:22][C:5]([C:1]([CH3:4])([CH3:2])[CH3:3])=[CH:6][CH:7]=2)[CH2:15][CH2:14]1)=[O:20])[CH3:25]. Procedure details: The title compound is prepared from [4-(4-tert-butyl-benzyl)-piperidin-1-yl]-oxo-acetic acid and 6-amino-3H-benzoxazol-2-one according to the method described in Example 2. The filtered crystals are purified by column chromatography using Kieselgel 60 (Merck) as adsorbent and toluene:methanol=4:1 as eluent. Melting Point: 168° C. (diethylether-hexane-diisopropyl ether). The reactants are C1(=CC=CC=C1)C1=C(O)C=CC(=C1)O (phenylhydroquinone), C(C)(=O)O (acetic acid), O (water). Reaction conditions: temperature 80 celsius. Yields the product C(C)(=O)C1=C(O)C=C(C(=C1)O)C1=CC=CC=C1 (2-Acetyl-5-phenylhydroquinone). Reaction SMILES: [C:1]1([C:7]2[CH:13]=[C:12]([OH:14])[CH:11]=[CH:10][C:8]=2[OH:9])[CH:6]=[CH:5][CH:4]=[CH:3][CH:2]=1.O.[C:16](O)(=[O:18])[CH3:17]>>[C:16]([C:11]1[CH:10]=[C:8]([OH:9])[C:7]([C:1]2[CH:2]=[CH:3][CH:4]=[CH:5][CH:6]=2)=[CH:13][C:12]=1[OH:14])(=[O:18])[CH3:17]. Procedure details: A suspension of 32.4 g of phenylhydroquinone in 30 ml of acetic acid was made. It was heated to 80° C. and boron trifluoride gas was bubbled through. After a reaction period of 4 h the reaction mixture was poured into water. The precipitation formed was suction-filtered and stirred in water whereto some sodium carbonate was added up to pH 8. The precipitate was suction-filtered again, washed with water, dried and recrystallized from toluene. Yield: 23 g of purified product. Melting point: 169° C... The reactants are C[O-], CC(=O)Nc1cc2c(cc1[N+](=O)[O-])OC(C)O2, CC(=O)O, CO, [Na+]. The product is CC1Oc2cc(N)c([N+](=O)[O-])cc2O1. Reaction SMILES: [CH3:18][O-:19].[CH3:1][CH:2]1[O:3][c:4]2[c:5]([cH:7][c:8]([N+:15](=[O:16])[O-:17])[c:9]([NH:11][C:12]([CH3:13])=[O:14])[cH:10]2)[O:6]1.[CH3:21][C:22](=[O:23])[OH:24].[CH3:25][OH:26].[Na+:20]>>[CH3:1][CH:2]1[O:3][c:4]2[c:5]([cH:7][c:8]([N+:15](=[O:16])[O-:17])[c:9]([NH2:11])[cH:10]2)[O:6]1. The solvent is CN(C)C=O (DMF). Yields the product C(C1=CC=CC=C1)OC1=C(NCC(=O)OC)C(=CC=C1)F (methyl 2-(2-benzyloxy-6-fluoroanilino)-acetate). The reactants are C(C)(=O)OCC (ethyl acetate), C(C1=CC=CC=C1)OC1=C(N)C(=CC=C1)F (2-benzyloxy-6-fluoroaniline), BrCC(=O)OC (methyl bromoacetate), C([O-])([O-])=O.[K+].[K+] (potassium carbonate). As a reaction SMILES: [CH2:1]([O:8][C:9]1[CH:15]=[CH:14][CH:13]=[C:12]([F:16])[C:10]=1[NH2:11])[C:2]1[CH:7]=[CH:6][CH:5]=[CH:4][CH:3]=1.Br[CH2:18][C:19]([O:21][CH3:22])=[O:20].C(=O)([O-])[O-].[K+].[K+].C(OCC)(=O)C>CN(C=O)C>[CH2:1]([O:8][C:9]1[CH:15]=[CH:14][CH:13]=[C:12]([F:16])[C:10]=1[NH:11][CH2:18][C:19]([O:21][CH3:22])=[O:20])[C:2]1[CH:3]=[CH:4][CH:5]=[CH:6][CH:7]=1 |f:2.3.4|. Reported procedure: A mixture of 2-benzyloxy-6-fluoroaniline (950 mg, 4.37 mmol), methyl bromoacetate (456 μL, 737 mg, 4.82 mmol), and potassium carbonate (1.21 g, 8.76 mmols) in DMF (10 mL) is heated at 60° C. for 18 h. The mixture is poured into ethyl acetate and extracted once with water and five times with brine. The organic layer is dried, filtered, and the solvent removed under reduced pressure to afford a crude oil that is chromatographed on an Isco Companion (80 g silica gel, 0-30% gradient of hexane/ethyl ... Reaction conditions: temperature 60 celsius. Reactants: N1N=CN=C1 (1,2,4-triazole), ClC=1N=C(C2=C(N1)SC(=C2)CC)NCCC2=CC1=C(C=C2)OCO1 (2-chloro-6-ethyl-4-(3,4-methylenedioxyphenethylamino)-thieno-[2,3-d]-pyrimidine). Yields the product N1(N=CN=C1)C=1N=C(C2=C(N1)SC(=C2)CC)NCCC2=CC1=C(C=C2)OCO1 (2-(1,2,4-triazol-1-yl)-6-ethyl-4-(3,4-methylenedioxyphenethylamino)-thieno-[2,3-d]-pyrimidine). As a reaction SMILES: [NH:1]1[CH:5]=[N:4][CH:3]=[N:2]1.Cl[C:7]1[N:8]=[C:9]([NH:18][CH2:19][CH2:20][C:21]2[CH:26]=[CH:25][C:24]3[O:27][CH2:28][O:29][C:23]=3[CH:22]=2)[C:10]2[CH:15]=[C:14]([CH2:16][CH3:17])[S:13][C:11]=2[N:12]=1>>[N:1]1([C:7]2[N:8]=[C:9]([NH:18][CH2:19][CH2:20][C:21]3[CH:26]=[CH:25][C:24]4[O:27][CH2:28][O:29][C:23]=4[CH:22]=3)[C:10]3[CH:15]=[C:14]([CH2:16][CH3:17])[S:13][C:11]=3[N:12]=2)[CH:5]=[N:4][CH:3]=[N:2]1. Reported procedure: Following the procedure of Example 97, the reaction of 1,2,4-triazole with 2-chloro-6-ethyl-4-(3,4-methylenedioxyphenethylamino)-thieno-[2,3-d]-pyrimidine gives 2-(1,2,4-triazol-1-yl)-6-ethyl-4-(3,4-methylenedioxyphenethylamino)-thieno-[2,3-d]-pyrimidine. Reactants: [H-].[Na+] (Sodium hydride), NC1=C2C=CC(=CC2=CC=C1)O (5-Aminonaphthalen-2-ol), IC1=C2C(=NC=C1)NN=C2 (4-Iodo-1H-pyrazolo[3,4-b]pyridine). The solvent is CN(C)C=O (DMF). Run at temperature 0 celsius, time 15 minute. Yields the product N1N=CC=2C1=NC=CC2OC=2C=C1C=CC=C(C1=CC2)N (6-(1H-pyrazolo[3,4-b]pyridin-4-yloxy)naphthalen-1-amine). Reaction SMILES: [NH2:1][C:2]1[CH:11]=[CH:10][CH:9]=[C:8]2[C:3]=1[CH:4]=[CH:5][C:6]([OH:12])=[CH:7]2.[H-].[Na+].I[C:16]1[CH:21]=[CH:20][N:19]=[C:18]2[NH:22][N:23]=[CH:24][C:17]=12>CN(C=O)C>[NH:22]1[C:18]2=[N:19][CH:20]=[CH:21][C:16]([O:12][C:6]3[CH:7]=[C:8]4[C:3](=[CH:4][CH:5]=3)[C:2]([NH2:1])=[CH:11][CH:10]=[CH:9]4)=[C:17]2[CH:24]=[N:23]1 |f:1.2|. Procedure: 5-Aminonaphthalen-2-ol (356 mg, 2.24 mmol) was dissolved in DMF (2.5 mL) then cooled to 0° C. Sodium hydride (94 mg) was added slowly and the stirring was continued for 15 min at 0° C. 4-Iodo-1H-pyrazolo[3,4-b]pyridine (274 mg, 1.12 mmol) was then added slowly and the reaction was heated at 100° C. for 16 h, followed by 4.5 h at 120° C. The mixture was partitioned between water and EtOAc then washed with water, 1N aqueous NaOH, and brine. The organic layer was dried over sodium sulfate and conce... Starting materials: ClC1=NC2=CC=CC=C2C(=C1)OC (2-chloro-4-methoxyquinoline), NCCC(OCC)OCC (1-amino-3,3-diethoxypropane), C(C)(C)N(CC)C(C)C (diisopropylethylamine). Conditions: temperature 95 celsius, time 60 hour. Yields the product C(C)OC(CCNC1=NC2=CC=CC=C2C(=C1)OC)OCC (2-(3,3-Diethoxyprop-1-ylamino)-4-methoxyquinoline). Isolated yield 12.0%. RXN SMILES: Cl[C:2]1[CH:11]=[C:10]([O:12][CH3:13])[C:9]2[C:4](=[CH:5][CH:6]=[CH:7][CH:8]=2)[N:3]=1.[NH2:14][CH2:15][CH2:16][CH:17]([O:21][CH2:22][CH3:23])[O:18][CH2:19][CH3:20].C(N(C(C)C)CC)(C)C>>[CH2:19]([O:18][CH:17]([O:21][CH2:22][CH3:23])[CH2:16][CH2:15][NH:14][C:2]1[CH:11]=[C:10]([O:12][CH3:13])[C:9]2[C:4](=[CH:5][CH:6]=[CH:7][CH:8]=2)[N:3]=1)[CH3:20]. Procedure: To 2-chloro-4-methoxyquinoline (0.576 g, 3 mmol) was added 1-amino-3,3-diethoxypropane (0.515 g, 3.5 mmol) and diisopropylethylamine (5 ml). The mixture was stirred under argon at 95° C. for 60 h. Volatile material was removed in vacuo and the residue partitioned between ethyl acetate and water. The ethyl acetate soluble material was purified by chromatography on silica gel eluting with 0-10% (9:1 MeOH/NH3) in dichloromethane to give the title compound as a yellow gum (110 mg, 12%). δH (CD3OD) 1... The reactants are ClCCCl, CNCc1cn(C)c2ccccc12, CCN(C(C)C)C(C)C, Nc1ccc(C=CC(=O)O)cn1, CN(C)C=O, O, On1nnc2ccccc21. The product is CN(Cc1cn(C)c2ccccc12)C(=O)C=Cc1ccc(N)nc1. Reaction SMILES: [CH2:1]([Cl:2])[CH2:3][Cl:4].[CH3:17][n:18]1[cH:19][c:20]([CH2:27][NH:28][CH3:29])[c:21]2[cH:22][cH:23][cH:24][cH:25][c:26]12.[CH:41]([N:42]([CH:43]([CH3:44])[CH3:45])[CH2:46][CH3:47])([CH3:48])[CH3:49].[NH2:5][c:6]1[cH:7][cH:8][c:9]([CH:12]=[CH:13][C:14](=[O:15])[OH:16])[cH:10][n:11]1.[O:50]=[CH:51][N:52]([CH3:53])[CH3:54].[OH2:40].[OH:30][n:31]1[c:32]2[c:33]([cH:34][cH:35][cH:36][cH:37]2)[n:38][n:39]1>>[NH2:5][c:6]1[cH:7][cH:8][c:9]([CH:12]=[CH:13][C:14](=[O:16])[N:28]([CH2:27][c:20]2[cH:19][n:18]([CH3:17])[c:26]3[c:21]2[cH:22][cH:23][cH:24][cH:25]3)[CH3:29])[cH:10][n:11]1. Reactants: CC(C)(C)[Si](C)(C)OCC1=CC=C(CO)SS1, C1CCC2=NCCCN2CC1, Cc1ccccc1, [N-]=[N+]=NP(=O)(c1ccccc1)c1ccccc1. Yields the product CC(C)(C)[Si](C)(C)OCC1=CC=C(CN=[N+]=[N-])SS1. RXN SMILES: [C:1]([CH3:2])([CH3:3])([CH3:4])[Si:5]([O:6][CH2:7][C:8]1=[CH:13][CH:12]=[C:11]([CH2:14][OH:15])[S:10][S:9]1)([CH3:16])[CH3:17].[CH2:35]1[CH2:36][CH2:37][C:38]2=[N:43][CH2:42][CH2:41][CH2:40][N:39]2[CH2:44][CH2:45]1.[CH3:46][c:47]1[cH:48][cH:49][cH:50][cH:51][cH:52]1.[c:18]1([P:19]([c:20]2[cH:21][cH:22][cH:23][cH:24][cH:25]2)(=[O:26])[N:32]=[N+:33]=[N-:34])[cH:27][cH:28][cH:29][cH:30][cH:31]1>>[C:1]([CH3:2])([CH3:3])([CH3:4])[Si:5]([O:6][CH2:7][C:8]1=[CH:13][CH:12]=[C:11]([CH2:14][N:32]=[N+:33]=[N-:34])[S:10][S:9]1)([CH3:16])[CH3:17].